Task: describe an organic reaction: reactants, conditions, products, and yield. Dataset: the Open Reaction Database (ORD), a public repository of structured organic reaction records Starting materials: FC1=C(C=C(CN[C@@H]2[C@@H]([C@H]3CC[C@@H]2O3)C(=O)OC)C=C1)C (methyl (1R,2S,3R,4S)-3-[(4-fluoro-3-methylbenzyl)amino]-7-oxabicyclo[2.2.1]heptane-2-carboxylate), CS(=O)(=O)NC1=CC2=C(NC(=NS2(=O)=O)CC(=O)O)C=C1 ((7-methanesulfonylamino-1,1-dioxo-1,4-dihydro-1λ6-benzo[1,2,4]thiadiazin-3-yl)-acetic acid), CN1CCOCC1 (N-methylmorpholine), Cl.CN(CCCN=C=NCC)C (1-(3-dimethylaminopropyl)-3-ethylcarbodiimide hydrochloride), Cl (hydrochloric acid). The solvent is CN(C=O)C (N,N-dimethylformamide). Reaction conditions: temperature 25 celsius, time 2.5 hour. Product: FC1=C(C=C(CN2[C@H]3[C@@H]4CC[C@H]([C@H]3C(=C(C2=O)C2=NS(C3=C(N2)C=CC(=C3)NS(=O)(=O)C)(=O)=O)O)O4)C=C1)C (N-{3-[(1S,2R,7S,8R)-3-(4-Fluoro-3-methyl-benzyl)-6-hydroxy-4-oxo-11-oxa-3-aza-tricyclo[6.2.1.02,7]undec-5-en-5-yl]-1,1-dioxo-1,4-dihydro-1λ6-benzo[1,2,4]thiadiazin-7-yl}-methanesulfonamide). Reaction SMILES: [F:1][C:2]1[CH:20]=[CH:19][C:5]([CH2:6][NH:7][C@H:8]2[C@H:13]3[O:14][C@H:10]([CH2:11][CH2:12]3)[C@H:9]2[C:15]([O:17]C)=O)=[CH:4][C:3]=1[CH3:21].[CH3:22][S:23]([NH:26][C:27]1[CH:42]=[CH:41][C:30]2[NH:31][C:32]([CH2:37][C:38](O)=[O:39])=[N:33][S:34](=[O:36])(=[O:35])[C:29]=2[CH:28]=1)(=[O:25])=[O:24].CN1CCOCC1.Cl.CN(C)CCCN=C=NCC.Cl>CN(C)C=O>[F:1][C:2]1[CH:20]=[CH:19][C:5]([CH2:6][N:7]2[C:38](=[O:39])[C:37]([C:32]3[NH:31][C:30]4[CH:41]=[CH:42][C:27]([NH:26][S:23]([CH3:22])(=[O:25])=[O:24])=[CH:28][C:29]=4[S:34](=[O:36])(=[O:35])[N:33]=3)=[C:15]([OH:17])[C@H:9]3[C@@H:8]2[C@H:13]2[O:14][C@@H:10]3[CH2:11][CH2:12]2)=[CH:4][C:3]=1[CH3:21] |f:3.4|. Procedure details: To a stirred solution of methyl (1R,2S,3R,4S)-3-[(4-fluoro-3-methylbenzyl)amino]-7-oxabicyclo[2.2.1]heptane-2-carboxylate (100 mg, 0.34 mmol) and (7-methanesulfonylamino-1,1-dioxo-1,4-dihydro-1λ6-benzo[1,2,4]thiadiazin-3-yl)-acetic acid (prepared as described in Example 1g, 114 mg, 0.34 mmol) in anhydrous N,N-dimethylformamide (4 mL) under a nitrogen atmosphere, N-methylmorpholine (0.075 mL, 0.68 mmol) and 1-(3-dimethylaminopropyl)-3-ethylcarbodiimide hydrochloride (72 mg, 0.37 mmol) were added ... The reactants are Cl, N#Cc1cc(F)ccc1CCc1ccc(F)cc1, [Na+], [OH-], O, OCCO. Yields the product O=C(O)c1cc(F)ccc1CCc1ccc(F)cc1. As a reaction SMILES: [ClH:22].[F:1][c:2]1[cH:3][cH:4][c:5]([CH2:8][CH2:9][c:10]2[c:11]([C:12]#[N:13])[cH:14][c:15]([F:18])[cH:16][cH:17]2)[cH:6][cH:7]1.[Na+:20].[OH-:19].[OH2:21].[OH:23][CH2:24][CH2:25][OH:26]>>[F:1][c:2]1[cH:3][cH:4][c:5]([CH2:8][CH2:9][c:10]2[c:11]([C:12](=[O:19])[OH:21])[cH:14][c:15]([F:18])[cH:16][cH:17]2)[cH:6][cH:7]1. Starting materials: CCOC(=O)C(C)CN1CCCC(N(Cc2cc(C(F)(F)F)cc(C(F)(F)F)c2)c2nnn(C)n2)c2cc(C)c(C(F)(F)F)cc21, CO, [Na+], [OH-], O. Product: Cc1cc2c(cc1C(F)(F)F)N(CC(C)C(=O)O)CCCC2N(Cc1cc(C(F)(F)F)cc(C(F)(F)F)c1)c1nnn(C)n1. As a reaction SMILES: [CH2:1]([CH3:2])[O:3][C:4]([CH:5]([CH2:6][N:7]1[c:8]2[c:9]([cH:36][c:37]([CH3:44])[c:38]([C:40]([F:41])([F:42])[F:43])[cH:39]2)[CH:10]([N:14]([c:15]2[n:16][n:17][n:18]([CH3:20])[n:19]2)[CH2:21][c:22]2[cH:23][c:24]([C:32]([F:33])([F:34])[F:35])[cH:25][c:26]([C:28]([F:29])([F:30])[F:31])[cH:27]2)[CH2:11][CH2:12][CH2:13]1)[CH3:45])=[O:46].[CH3:49][OH:50].[Na+:48].[OH-:47].[OH2:51]>>[O:3]=[C:4]([CH:5]([CH2:6][N:7]1[c:8]2[c:9]([cH:36][c:37]([CH3:44])[c:38]([C:40]([F:41])([F:42])[F:43])[cH:39]2)[CH:10]([N:14]([c:15]2[n:16][n:17][n:18]([CH3:20])[n:19]2)[CH2:21][c:22]2[cH:23][c:24]([C:32]([F:33])([F:34])[F:35])[cH:25][c:26]([C:28]([F:29])([F:30])[F:31])[cH:27]2)[CH2:11][CH2:12][CH2:13]1)[CH3:45])[OH:46]. Run in C(C)O (ethanol), C(C)O (ethanol). Product: C(\C=C\C(=O)O)(=O)O.CC1(C2CCC(C1C2)CCN2C=NC=C2)C (1-[2-(6,6-dimethylbicyclo[3.1.1]heptan-2-yl)ethyl]imidazole hydrogen fumarate). RXN SMILES: [CH3:1][C:2]1([CH3:16])[CH:7]2[CH2:8][CH:3]1[CH2:4][CH2:5][CH:6]2[CH2:9][CH2:10][N:11]1[CH:15]=[CH:14][N:13]=[CH:12]1.[C:17]([OH:24])(=[O:23])/[CH:18]=[CH:19]/[C:20]([OH:22])=[O:21]>C(O)C>[C:17]([OH:24])(=[O:23])/[CH:18]=[CH:19]/[C:20]([OH:22])=[O:21].[CH3:1][C:2]1([CH3:16])[CH:7]2[CH2:8][CH:3]1[CH2:4][CH2:5][CH:6]2[CH2:9][CH2:10][N:11]1[CH:15]=[CH:14][N:13]=[CH:12]1 |f:3.4|. Procedure details: A solution of 1-[2-(6,6-dimethylbicyclo[3.1.1]heptan-2-yl)ethyl]imidazole (0.8 g, 3.67 mmol) in hot ethanol (20 ml) was added to a solution of fumaric acid (0.39 g, 3.36 mmol) in hot ethanol (20 ml). After boiling for 0.15 h, the mixture was concentrated to afford a white solid. Recrystallisation of the solid from ethyl acetate afforded 1-[2-(6,6-dimethylbicyclo[3.1.1]heptan-2-yl)ethyl]imidazole hydrogen fumarate, m.p. 100°-102°. Run at time 0.15 hour. Starting materials: CC1(C2CCC(C1C2)CCN2C=NC=C2)C (1-[2-(6,6-dimethylbicyclo[3.1.1]heptan-2-yl)ethyl]imidazole), C(\C=C\C(=O)O)(=O)O (fumaric acid). RXN SMILES: C[O:2][CH:3](Cl)Cl.[CH2:6]([C:8]1[CH:9]=[C:10]([OH:14])[CH:11]=[CH:12][CH:13]=1)[CH3:7]>[Ti](Cl)(Cl)(Cl)Cl>[CH2:6]([C:8]1[CH:13]=[CH:12][C:11]([CH:10]=[O:14])=[C:3]([OH:2])[CH:9]=1)[CH3:7]. Yield: 65.3%. Procedure: Titanium(IV) chloride (100 mL, 100 mmol, 1M in CH2Cl2) followed by dichloromethyl methyl ether (7.47 mL, 82.5 mmol) was added to a cooled 0° C. solution of 3-ethylphenol (6.11 g, 50 mmol). The reaction mixture was stirred for 45 mins. The mixture was poured into ice and extracted with EtOAc. The organic layers were washed with brine, dried over Na2SO4 and concentrated to a bright pink oil. Purification by flash column chromatography (0% to 10% EtOAc in hexanes) gave 4-ethyl-2-hydroxy-benzaldehyd... Conditions: time 45 minute. Starting materials: COC(Cl)Cl (dichloromethyl methyl ether), C(C)C=1C=C(C=CC1)O (3-ethylphenol). The reagents and catalysts are [Ti](Cl)(Cl)(Cl)Cl (Titanium(IV) chloride). Product: C(C)C1=CC(=C(C=O)C=C1)O (4-ethyl-2-hydroxy-benzaldehyde).